From a dataset of the Open Reaction Database (ORD), a public repository of structured organic reaction records. describe an organic reaction: reactants, conditions, products, and yield The reactants are CCO, Cc1ccc(C)c(Sc2ccc(C#N)cc2[N+](=O)[O-])c1, Cl, O, O, O, Cl[Sn]Cl. The product is Cc1ccc(C)c(Sc2ccc(C#N)cc2N)c1. Reaction SMILES: [CH3:27][CH2:28][OH:29].[CH3:6][c:7]1[c:8]([S:14][c:15]2[c:16]([N+:23]([O-:24])=[O:25])[cH:17][c:18]([C:19]#[N:20])[cH:21][cH:22]2)[cH:9][c:10]([CH3:13])[cH:11][cH:12]1.[ClH:30].[OH2:1].[OH2:26].[OH2:2].[Sn:3]([Cl:4])[Cl:5]>>[CH3:6][c:7]1[c:8]([S:14][c:15]2[c:16]([NH2:23])[cH:17][c:18]([C:19]#[N:20])[cH:21][cH:22]2)[cH:9][c:10]([CH3:13])[cH:11][cH:12]1. Reactants: Brc1ccc2ncccc2c1, O=C([O-])[O-], COc1cc(OC)c(C(C)C)cc1-c1nnc(N)n1-c1ccc2c(ccn2C)c1, O=C(C=Cc1ccccc1)C=Cc1ccccc1, O=C(C=Cc1ccccc1)C=Cc1ccccc1, O=C(C=Cc1ccccc1)C=Cc1ccccc1, [Cs+], [Cs+], C1COCCO1, [Pd], [Pd]. The product is COc1cc(OC)c(C(C)C)cc1-c1nnc(Nc2ccc3ncccc3c2)n1-c1ccc2c(ccn2C)c1. RXN SMILES: [Br:30][c:31]1[cH:32][c:33]2[cH:34][cH:35][cH:36][n:37][c:38]2[cH:39][cH:40]1.[C:41](=[O:42])([O-:43])[O-:44].[CH3:1][O:2][c:3]1[c:4](-[c:14]2[n:15](-[c:20]3[cH:21][c:22]4[cH:23][cH:24][n:25]([CH3:29])[c:26]4[cH:27][cH:28]3)[c:16]([NH2:19])[n:17][n:18]2)[cH:5][c:6]([CH:11]([CH3:12])[CH3:13])[c:7]([O:9][CH3:10])[cH:8]1.[CH:49](=[CH:50][C:51]([CH:52]=[CH:53][c:54]1[cH:55][cH:56][cH:57][cH:58][cH:59]1)=[O:60])[c:61]1[cH:62][cH:63][cH:64][cH:65][cH:66]1.[CH:67](=[CH:68][C:69]([CH:70]=[CH:71][c:72]1[cH:73][cH:74][cH:75][cH:76][cH:77]1)=[O:78])[c:79]1[cH:80][cH:81][cH:82][cH:83][cH:84]1.[CH:85](=[CH:86][C:87]([CH:88]=[CH:89][c:90]1[cH:91][cH:92][cH:93][cH:94][cH:95]1)=[O:96])[c:97]1[cH:98][cH:99][cH:100][cH:101][cH:102]1.[Cs+:45].[Cs+:46].[O:103]1[CH2:104][CH2:105][O:106][CH2:107][CH2:108]1.[Pd:47].[Pd:48]>>[CH3:1][O:2][c:3]1[c:4](-[c:14]2[n:15](-[c:20]3[cH:21][c:22]4[cH:23][cH:24][n:25]([CH3:29])[c:26]4[cH:27][cH:28]3)[c:16]([NH:19][c:31]3[cH:32][c:33]4[cH:34][cH:35][cH:36][n:37][c:38]4[cH:39][cH:40]3)[n:17][n:18]2)[cH:5][c:6]([CH:11]([CH3:12])[CH3:13])[c:7]([O:9][CH3:10])[cH:8]1. The reactants are C=CCC1(c2ccc(OC)cc2)CSc2cc(OC)ccc2C1=O, CCOC(C)=O. Product: CCCC1(c2ccc(OC)cc2)CSc2cc(OC)ccc2C1=O. RXN SMILES: [CH3:1][O:2][c:3]1[cH:4][cH:5][c:6]2[c:11]([cH:12]1)[S:10][CH2:9][C:8]([CH2:13][CH:14]=[CH2:15])([c:16]1[cH:17][cH:18][c:19]([O:22][CH3:23])[cH:20][cH:21]1)[C:7]2=[O:24].[CH3:25][CH2:26][O:27][C:28](=[O:29])[CH3:30]>>[CH3:1][O:2][c:3]1[cH:4][cH:5][c:6]2[c:11]([cH:12]1)[S:10][CH2:9][C:8]([CH2:13][CH2:14][CH3:15])([c:16]1[cH:17][cH:18][c:19]([O:22][CH3:23])[cH:20][cH:21]1)[C:7]2=[O:24]. The reactants are C1(CCCCC1)=O (Cyclohexanone), N1CCCC1 (pyrrolidine), O (water). Solvent: C1=CC=CC=C1 (benzene). The product is N1(CCCC1)C1=CCCCC1 (1-(1-pyrrolidinyl)cyclohexene). Yield: 95.9%. Reaction SMILES: [C:1]1(=O)[CH2:6][CH2:5][CH2:4][CH2:3][CH2:2]1.[NH:8]1[CH2:12][CH2:11][CH2:10][CH2:9]1.O>C1C=CC=CC=1>[N:8]1([C:1]2[CH2:6][CH2:5][CH2:4][CH2:3][CH:2]=2)[CH2:12][CH2:11][CH2:10][CH2:9]1. Procedure details: Cyclohexanone (196.3 g) and pyrrolidine (214 g) in benzene (500 ml) were refluxed under nitrogen with a Dean-Stark apparatus, until no more water separated out. The solvents were then evaporated off under nitrogen, and the residual oil was distilled to give 1-(1-pyrrolidinyl)cyclohexene (290 g).